From a dataset of the Open Reaction Database (ORD), a public repository of structured organic reaction records. describe an organic reaction: reactants, conditions, products, and yield Starting materials: S(=O)(=O)(Cl)Cl (Sulfuryl chloride), CNC(=O)N1N=C(C=C1CC)OC1=NC=C(C=C1Cl)C(F)(F)F (N-methyl-3-(3-chloro-5-trifluoromethylpyridin-2-yloxy)-5-ethylpyrazole-1-carboxamide), ice water. Solvent: C(C)(=O)O (acetic acid). Conditions: time 5 hour. Yields the product CNC(=O)N1N=C(C(=C1CC)Cl)OC1=NC=C(C=C1Cl)C(F)(F)F (N-methyl-4-chloro-3-(3-chloro-5-trifluoromethylpyridin-2-yloxy)-5-ethylpyrazole-1-carboxamide). Isolated yield 80.9%. As a reaction SMILES: S(Cl)([Cl:4])(=O)=O.[CH3:6][NH:7][C:8]([N:10]1[C:14]([CH2:15][CH3:16])=[CH:13][C:12]([O:17][C:18]2[C:23]([Cl:24])=[CH:22][C:21]([C:25]([F:28])([F:27])[F:26])=[CH:20][N:19]=2)=[N:11]1)=[O:9]>C(O)(=O)C>[CH3:6][NH:7][C:8]([N:10]1[C:14]([CH2:15][CH3:16])=[C:13]([Cl:4])[C:12]([O:17][C:18]2[C:23]([Cl:24])=[CH:22][C:21]([C:25]([F:26])([F:27])[F:28])=[CH:20][N:19]=2)=[N:11]1)=[O:9]. Reported procedure: Sulfuryl chloride (0.17 g, 1.2 mmol) was added to a solution of N-methyl-3-(3-chloro-5-trifluoromethylpyridin-2-yloxy)-5-ethylpyrazole-1-carboxamide (0.35 g, 1.0 mmol) in acetic acid (5 ml), and the mixture was stirred at room temperature for 5 hours. After completion of the reaction, the reaction mixture was poured into ice water and extracted with ethyl acetate (10 ml×3). The organic layer was washed with water, dried over anhydrous magnesium sulfate and filtered to remove a desiccant. The sol... Starting materials: Cc1ccc(-c2ccc3c(c2)C=C(C(=O)Nc2ccc(CS(=O)C4CCCCC4)cc2)CCO3)cc1, ClC(Cl)Cl, O=C(OO)c1cccc(Cl)c1, [Na+], [Na+], O=S([O-])([O-])=S. The product is Cc1ccc(-c2ccc3c(c2)C=C(C(=O)Nc2ccc(CS(=O)(=O)C4CCCCC4)cc2)CCO3)cc1. RXN SMILES: [CH:1]1([S:7](=[O:8])[CH2:9][c:10]2[cH:11][cH:12][c:13]([NH:16][C:17](=[O:18])[C:19]3=[CH:25][c:24]4[c:23]([cH:29][cH:28][c:27](-[c:30]5[cH:31][cH:32][c:33]([CH3:36])[cH:34][cH:35]5)[cH:26]4)[O:22][CH2:21][CH2:20]3)[cH:14][cH:15]2)[CH2:2][CH2:3][CH2:4][CH2:5][CH2:6]1.[CH:55]([Cl:56])([Cl:57])[Cl:58].[Cl:37][c:38]1[cH:39][cH:40][cH:41][c:42]([C:43]([O:44][OH:46])=[O:45])[cH:47]1.[Na+:53].[Na+:54].[S:48]([O-:49])([O-:50])(=[O:51])=[S:52]>>[CH:1]1([S:7](=[O:8])([CH2:9][c:10]2[cH:11][cH:12][c:13]([NH:16][C:17](=[O:18])[C:19]3=[CH:25][c:24]4[c:23]([cH:29][cH:28][c:27](-[c:30]5[cH:31][cH:32][c:33]([CH3:36])[cH:34][cH:35]5)[cH:26]4)[O:22][CH2:21][CH2:20]3)[cH:14][cH:15]2)=[O:45])[CH2:2][CH2:3][CH2:4][CH2:5][CH2:6]1.